From a dataset of the Open Reaction Database (ORD), a public repository of structured organic reaction records. describe an organic reaction: reactants, conditions, products, and yield Reactants: O.[OH-].[Li+] (lithium hydroxide hydrate), CC(COC1=CC=C(C(=O)OC)C=C1)(C)C1=CC=2C(CCC(C2C=C1)(C)C)(C)C (methyl 4-[2-methyl-2-(5,5,8,8-tetramethyl-5,6,7,8-tetrahydronaphthalen-2-yl)-propyloxy]-benzoate), Cl (hydrochloric acid). Solvent: C1CCOC1 (THF). Reaction conditions: temperature 60 celsius. Product: CC(COC1=CC=C(C(=O)O)C=C1)(C)C1=CC=2C(CCC(C2C=C1)(C)C)(C)C (4-[2-methyl-2-(5,5,8,8-tetramethyl-5,6,7,8-tetrahydronaphthalen-2-yl)-propyloxy]-benzoic Acid). As a reaction SMILES: [CH3:1][C:2]([C:16]1[CH:25]=[CH:24][C:23]2[C:22]([CH3:27])([CH3:26])[CH2:21][CH2:20][C:19]([CH3:29])([CH3:28])[C:18]=2[CH:17]=1)([CH3:15])[CH2:3][O:4][C:5]1[CH:14]=[CH:13][C:8]([C:9]([O:11]C)=[O:10])=[CH:7][CH:6]=1.O.[OH-].[Li+].Cl>C1COCC1>[CH3:15][C:2]([C:16]1[CH:25]=[CH:24][C:23]2[C:22]([CH3:27])([CH3:26])[CH2:21][CH2:20][C:19]([CH3:29])([CH3:28])[C:18]=2[CH:17]=1)([CH3:1])[CH2:3][O:4][C:5]1[CH:6]=[CH:7][C:8]([C:9]([OH:11])=[O:10])=[CH:13][CH:14]=1 |f:1.2.3|. Procedure details: 305 mg of 2-methyl-2-(5,5,8,8-tetramethyl-5,6,7,8-tetrahydronaphthalen-2-yl)-propanol dissolved in 15 ml THF were treated with 338 mg of triphenylphosphine, 196 mg of methyl 4-hydroxybenzoate and 0.21 ml of diethyl azodicarboxylate. The reaction mixture was heated to reflux for 6 hours. The mixture was partitioned in 100 ml of 1:1 ethyl acetate/sat. aq. sodium chloride solution. The phases were separated and the organic phase was dried over MgSO4. The solvents were removed in vacuo and the resul...